Dataset: the Open Reaction Database (ORD), a public repository of structured organic reaction records. Task: describe an organic reaction: reactants, conditions, products, and yield The reactants are CN1CCNCC1, CS(C)=O, O=C(O)c1cn(C2CC2)c2nc3cc(F)c(F)cc3cc2c1=O, Cl, O. Product: CN1CCN(c2cc3nc4c(cc3cc2F)c(=O)c(C(=O)O)cn4C2CC2)CC1. RXN SMILES: [CH3:24][N:25]1[CH2:26][CH2:27][NH:28][CH2:29][CH2:30]1.[CH3:33][S:34](=[O:35])[CH3:36].[CH:1]1([n:4]2[cH:5][c:6]([C:21](=[O:22])[OH:23])[c:7](=[O:20])[c:8]3[cH:9][c:10]4[c:11]([n:12][c:13]23)[cH:14][c:15]([F:19])[c:16]([F:18])[cH:17]4)[CH2:2][CH2:3]1.[ClH:32].[OH2:31]>>[CH:1]1([n:4]2[cH:5][c:6]([C:21](=[O:22])[OH:23])[c:7](=[O:20])[c:8]3[cH:9][c:10]4[c:11]([n:12][c:13]23)[cH:14][c:15]([N:28]2[CH2:27][CH2:26][N:25]([CH3:24])[CH2:30][CH2:29]2)[c:16]([F:18])[cH:17]4)[CH2:2][CH2:3]1. Starting materials: FC1(CC(C1)C(=O)O)F (3,3-difluorocyclobutanecarboxylic acid), O (water), C1=CN(C=N1)C(=O)N2C=CN=C2 (CDI), NC=1C=C(C(NO)=N)C=CC1F (3-amino-4-fluoro-N-hydroxybenzimidamide). Solvent: CN1CCCC1=O (NMP). Conditions: time 30 minute. The product is FC1(CC(C1)C1=NC(=NO1)C=1C=CC(=C(N)C1)F)F (5-(5-(3,3-difluorocyclobutyl)-1,2,4-oxadiazol-3-yl)-2-fluoroaniline). RXN SMILES: [F:1][C:2]1([F:9])[CH2:5][CH:4]([C:6]([OH:8])=O)[CH2:3]1.C1N=CN(C(N2C=NC=C2)=O)C=1.[NH2:22][C:23]1[CH:24]=[C:25]([CH:30]=[CH:31][C:32]=1[F:33])[C:26](=[NH:29])[NH:27]O.O>CN1C(=O)CCC1>[F:9][C:2]1([F:1])[CH2:3][CH:4]([C:6]2[O:8][N:29]=[C:26]([C:25]3[CH:30]=[CH:31][C:32]([F:33])=[C:23]([CH:24]=3)[NH2:22])[N:27]=2)[CH2:5]1. Procedure: To a solution of 3,3-difluorocyclobutanecarboxylic acid (0.90 g, 6.6 mmol) in NMP (5 mL) was slowly added CDI (1.07 g, 6.6 mmol). The resulting mixture was stirred at room temperature for 30 minutes. Then 3-amino-4-fluoro-N-hydroxybenzimidamide (87) (0.56 g, 3.3 mmol) was added and stirred for another 30 minutes until LCMS indicated complete reaction. The mixture was then heated at 125° C. for 15 minutes in a microwave reactor and poured into water (100 mL). The mixture was extracted with EtOAc ...